This data is from the Open Reaction Database (ORD), a public repository of structured organic reaction records. The task is: describe an organic reaction: reactants, conditions, products, and yield Starting materials: SC1=NC2=C(N1)C=CC=C2 (2-mercapto-1H-benzimidazole), Cl.ClCC1=NC=CC(=C1C)SCCCN1C=NC=C1 (2-chloromethyl-4-[3-(imidazol-1-yl)propylthio]-3-methylpyridine hydrochloride). The product is N1(C=NC=C1)CCCSC1=C(C(=NC=C1)CSC1=NC2=C(N1)C=CC=C2)C (2-{[[-4-[3-(Imidazol-1-yl)propylthio]-3-methyl-2-pyridinyl]methyl]thio}-1H-benzimidazole). RXN SMILES: [SH:1][C:2]1[NH:6][C:5]2[CH:7]=[CH:8][CH:9]=[CH:10][C:4]=2[N:3]=1.Cl.Cl[CH2:13][C:14]1[C:19]([CH3:20])=[C:18]([S:21][CH2:22][CH2:23][CH2:24][N:25]2[CH:29]=[CH:28][N:27]=[CH:26]2)[CH:17]=[CH:16][N:15]=1>>[N:25]1([CH2:24][CH2:23][CH2:22][S:21][C:18]2[CH:17]=[CH:16][N:15]=[C:14]([CH2:13][S:1][C:2]3[NH:6][C:5]4[CH:7]=[CH:8][CH:9]=[CH:10][C:4]=4[N:3]=3)[C:19]=2[CH3:20])[CH:29]=[CH:28][N:27]=[CH:26]1 |f:1.2|. Procedure details: Following the procedure described in Example 1, the reaction of 2-mercapto-1H-benzimidazole with 2-chloromethyl-4-[3-(imidazol-1-yl)propylthio]-3-methylpyridine hydrochloride gives the title compound as a colorless solid after crystallization from diisopropyl ether; m.p. 145°-146° C. Starting materials: [OH-].[Na+] (NaOH), C(C)OC(=O)C1(N(CCCC1)C(C1=CC=CC=C1)=O)C (Ethyl-1-benzoyl-2-methyl-piperidine-2-carboxylate), [OH-].[Na+] (NaOH). The solvent is O (H2O), CCO (EtOH). Conditions: temperature 40 celsius. The product is C(C1=CC=CC=C1)(=O)N1C(CCCC1)(C(=O)O)C (1-benzoyl-2-methyl-piperidine-2-carboxylic acid). Isolated yield 12.9%. As a reaction SMILES: C([O:3][C:4]([C:6]1([CH3:20])[CH2:11][CH2:10][CH2:9][CH2:8][N:7]1[C:12](=[O:19])[C:13]1[CH:18]=[CH:17][CH:16]=[CH:15][CH:14]=1)=[O:5])C.[OH-].[Na+]>CCO.O>[C:12]([N:7]1[CH2:8][CH2:9][CH2:10][CH2:11][C:6]1([CH3:20])[C:4]([OH:5])=[O:3])(=[O:19])[C:13]1[CH:18]=[CH:17][CH:16]=[CH:15][CH:14]=1 |f:1.2|. Procedure: Ethyl-1-benzoyl-2-methyl-piperidine-2-carboxylate (6.49 g, 23.51 mmol) was dissolved in EtOH (54 mL) and H2O (16 mL). NaOH (2.75 g, 68.6 mmol) was added and the reaction was heated to 40° C. for 1 h. An additional portion of NaOH (2.75 g, 68.6 mmol) was added and the reaction was heated to 65° C. for 1 h. The ethanol was removed and the residue was diluted with 50 mL of H2O. The pH was adjusted to ~2 with HCl (c). The aqueous layer was extracted 3× with ether and ethyl acetate. Removal of solven... The reactants are [Li]CCCC, O=C(NC1CCSc2cc(C(=O)O)ccc21)OCc1ccccc1, [Cl-], C[Si](C)(C)CCOCn1ccc2c(N)ccnc21, C1CCOC1, O. The product is C[Si](C)(C)CCOCn1ccc2c(NC(=O)c3ccc4c(c3)SCCC4NC(=O)OCc3ccccc3)ccnc21. As a reaction SMILES: [CH2:24]([Li:25])[CH2:26][CH2:27][CH3:28].[CH2:30]([c:31]1[cH:32][cH:33][cH:34][cH:35][cH:36]1)[O:37][C:38](=[O:39])[NH:40][CH:41]1[CH2:42][CH2:43][S:44][c:45]2[cH:46][c:47]([C:51](=[O:52])[OH:53])[cH:48][cH:49][c:50]21.[Cl-:29].[NH2:6][c:7]1[c:8]2[c:9]([n:10][cH:11][cH:12]1)[n:13]([CH2:16][O:17][CH2:18][CH2:19][Si:20]([CH3:21])([CH3:22])[CH3:23])[cH:14][cH:15]2.[O:1]1[CH2:2][CH2:3][CH2:4][CH2:5]1.[OH2:54]>>[NH:6]([c:7]1[c:8]2[c:9]([n:10][cH:11][cH:12]1)[n:13]([CH2:16][O:17][CH2:18][CH2:19][Si:20]([CH3:21])([CH3:22])[CH3:23])[cH:14][cH:15]2)[C:51]([c:47]1[cH:46][c:45]2[c:50]([cH:49][cH:48]1)[CH:41]([NH:40][C:38]([O:37][CH2:30][c:31]1[cH:32][cH:33][cH:34][cH:35][cH:36]1)=[O:39])[CH2:42][CH2:43][S:44]2)=[O:52]. Starting materials: COC1=CC=C(C=C1)C=1N=C(NC1C1=CC=C(C=C1)OC)C1=CC=CC=C1 (4,5-Bis(4-methoxyphenyl)-2-phenylimidazole), [OH-].[Na+] (sodium hydroxide), three, C(C)(=O)O (acetic acid), Br (hydrogen bromide). Run in O (water). Yields the product OC1=CC=C(C=C1)C=1N=C(NC1C1=CC=C(C=C1)O)C1=CC=CC=C1 (4,5-Bis(4-hydroxyphenyl)-2-phenylimidazole). Yield: 79.6%. As a reaction SMILES: C[O:2][C:3]1[CH:8]=[CH:7][C:6]([C:9]2[N:10]=[C:11]([C:22]3[CH:27]=[CH:26][CH:25]=[CH:24][CH:23]=3)[NH:12][C:13]=2[C:14]2[CH:19]=[CH:18][C:17]([O:20]C)=[CH:16][CH:15]=2)=[CH:5][CH:4]=1.C(O)(=O)C.Br.[OH-].[Na+]>O>[OH:20][C:17]1[CH:16]=[CH:15][C:14]([C:13]2[N:12]=[C:11]([C:22]3[CH:27]=[CH:26][CH:25]=[CH:24][CH:23]=3)[NH:10][C:9]=2[C:6]2[CH:7]=[CH:8][C:3]([OH:2])=[CH:4][CH:5]=2)=[CH:19][CH:18]=1 |f:3.4|. Procedure: 4,5-Bis(4-methoxyphenyl)-2-phenylimidazole (15.8 g, 0.044 mol) was placed in a 250 ml three neck round bottom flask equipped with a mechanical stirrer, nitrogen inlet, thermometer, reflux condenser and hydrogen bromide gas trap along with acetic acid (75 ml) and 47-49% aqueous hydrogen bromide solution (130 ml). The mixture was heated to reflux for 16 hours, cooled, poured into water to give a white solid, which was neutralized with sodium hydroxide, collected, washed with water and dried at 100... Starting materials: CCO, COc1ccc(C2COCCO2)c2sc(NC(=O)c3ccnc(CCl)c3)nc12. The product is CCOCc1cc(C(=O)Nc2nc3c(OC)ccc(C4COCCO4)c3s2)ccn1. RXN SMILES: [CH3:29][CH2:30][OH:31].[Cl:1][CH2:2][c:3]1[cH:4][c:5]([C:6](=[O:7])[NH:8][c:9]2[s:10][c:11]3[c:12]([n:13]2)[c:14]([O:24][CH3:25])[cH:15][cH:16][c:17]3[CH:18]2[O:19][CH2:20][CH2:21][O:22][CH2:23]2)[cH:26][cH:27][n:28]1>>[CH2:2]([c:3]1[cH:4][c:5]([C:6](=[O:7])[NH:8][c:9]2[s:10][c:11]3[c:12]([n:13]2)[c:14]([O:24][CH3:25])[cH:15][cH:16][c:17]3[CH:18]2[O:19][CH2:20][CH2:21][O:22][CH2:23]2)[cH:26][cH:27][n:28]1)[O:31][CH2:30][CH3:29]. Starting materials: C(#N)C=1C=CC2=C(N(C(CO2)=O)CC[C@@H]2N(C[C@H](CC2)NCC=2C=CC=3OCC(NC3N2)=O)C(=O)OC(C)(C)C)C1 (tert-butyl (2R,5S)-2-[2-(6-cyano-3-oxo-2,3-dihydro-4H-1,4-benzoxazin-4-yl)ethyl]-5-{[(3-oxo-3,4-dihydro-2H-pyrido[3,2-b][1,4]oxazin-6-yl)methyl]amino}piperidine-1-carboxylate), C(#N)C=1C=CC2=C(N(C(CO2)=O)CC[C@@H]2N(C[C@H](CC2)NCC=2C=CC=3OCC(NC3N2)=O)C(=O)OC(C)(C)C)C1 (tert-butyl (2R,5S)-2-[2-(6-cyano-3-oxo-2,3-dihydro-4H-1,4-benzoxazin-4-yl)ethyl]-5-{[(3-oxo-3,4-dihydro-2H-pyrido[3,2-b][1,4]oxazin-6-yl)methyl]amino}piperidine-1-carboxylate), Cl.O1CCOCC1 (HCl dioxane). The solvent is O1CCOCC1 (dioxane). Reaction conditions: time 1 hour. Yields the product O=C1COC2=C(N1CC[C@@H]1NC[C@H](CC1)NCC=1C=CC=3OCC(NC3N1)=O)C=C(C=C2)C#N (3-Oxo-4-[2-((2R,5S)-5-{[(3-oxo-3,4-dihydro-2H-pyrido[3,2-b][1,4]oxazin-6-yl)methyl]amino}piperidin-2-yl)ethyl]-3,4-dihydro-2H-1,4-benzoxazine-6-carbonitrile). Isolated yield 64.3%. Reaction SMILES: [C:1]([C:3]1[CH:4]=[CH:5][C:6]2[O:11][CH2:10][C:9](=[O:12])[N:8]([CH2:13][CH2:14][C@H:15]3[CH2:20][CH2:19][C@H:18]([NH:21][CH2:22][C:23]4[CH:24]=[CH:25][C:26]5[O:27][CH2:28][C:29](=[O:33])[NH:30][C:31]=5[N:32]=4)[CH2:17][N:16]3C(OC(C)(C)C)=O)[C:7]=2[CH:41]=1)#[N:2].Cl.O1CCOCC1>O1CCOCC1>[O:12]=[C:9]1[N:8]([CH2:13][CH2:14][C@H:15]2[CH2:20][CH2:19][C@H:18]([NH:21][CH2:22][C:23]3[CH:24]=[CH:25][C:26]4[O:27][CH2:28][C:29](=[O:33])[NH:30][C:31]=4[N:32]=3)[CH2:17][NH:16]2)[C:7]2[CH:41]=[C:3]([C:1]#[N:2])[CH:4]=[CH:5][C:6]=2[O:11][CH2:10]1 |f:1.2|. Procedure: To a solution of tert-butyl (2R,5S)-2-[2-(6-cyano-3-oxo-2,3-dihydro-4H-1,4-benzoxazin-4-yl)ethyl]-5-{[(3-oxo-3,4-dihydro-2H-pyrido[3,2-b][1,4]oxazin-6-yl)methyl]amino}piperidine-1-carboxylate (Intermediate 182, 0.138 g) in dioxane (2 mL) was added 4M HCl/dioxane (1 mL). After 1 hour at room temperature, the reaction was concentrated and evaporated twice from methanol. The solid was suspended in methanol and filtered to yield 73 mg of the name compound as a bis HCl salt. Starting materials: C(C)OC1=CC(C(OC1)C)=O (5-ethoxy-2-methyl-2H-pyran-3(6H)-one), N (ammonia). Run at time 16 hour. Yields the product NC1=CC(C(OC1)C)=O (5-amino-2-methyl-2H-pyran-3(6H)-one). Reaction SMILES: C(O[C:4]1[CH2:9][O:8][CH:7]([CH3:10])[C:6](=[O:11])[CH:5]=1)C.[NH3:12]>>[NH2:12][C:4]1[CH2:9][O:8][CH:7]([CH3:10])[C:6](=[O:11])[CH:5]=1. Procedure details: The product from Example 88A was treated with ammonia saturated ethanol (60 mL), stirred at ambient temperature for 16 hours and concentrated to provide the title compound (0.98 g). Reactants: FC=1C=C(C=CC1OC)C1OCCO1 (2-(3-Fluoro-4-methoxy-phenyl)-[1,3]-dioxolane), C[S-].[Na+] (Sodium thiomethoxide), [Cl-].[NH4+] (ammonium chloride). Run in CN(C=O)C (N,N-dimethylformamide). The product is O1C(OCC1)C1=CC(=C(C=C1)O)F (4-[1,3]dioxolan-2-yl-2-fluoro-phenol). The yield is 51.7%. As a reaction SMILES: [F:1][C:2]1[CH:3]=[C:4]([CH:10]2[O:14][CH2:13][CH2:12][O:11]2)[CH:5]=[CH:6][C:7]=1[O:8]C.C[S-].[Na+].[Cl-].[NH4+]>CN(C)C=O>[O:11]1[CH2:12][CH2:13][O:14][CH:10]1[C:4]1[CH:5]=[CH:6][C:7]([OH:8])=[C:2]([F:1])[CH:3]=1 |f:1.2,3.4|. Procedure details: A solution of 2-(3-Fluoro-4-methoxy-phenyl)-[1,3]-dioxolane (250 mg, 1.26 mmol) and Sodium thiomethoxide (106 mg, 1.51 mmol) in dry N,N-dimethylformamide (3.5 mL) was heated at 100° C. under nitrogen for 4 hours. Then a saturated solution of ammonium chloride (15 mL) was added and the aqueous layer extracted with methylene chloride (4×10 mL). The combined organic layers were dried (Na2SO4), filtered and concentrated under vacuum. The residue was chromatographed (silica gel, hexanes/ethyl acetate... The reactants are ClCC1=CC=C(C=C1)C=1C(=NC=CN1)NS(=O)(=O)C1=C(C=CC=C1)C(F)(F)F (N-{3-[4-(chloromethyl)phenyl]pyrazin-2-yl}-2-(trifluoromethyl)benzenesulfonamide), ClCC1=CC=C(C=C1)C=1C(=NC=CN1)NS(=O)(=O)C1=C(C=CC=C1)C(F)(F)F (N-{3-[4-(chloromethyl)phenyl]pyrazin-2-yl}-2-(trifluoromethyl)benzenesulfonamide), C(C)NC1=CC=CC=C1 (N-ethylaniline). Product: C(C)N(C1=CC=CC=C1)CC1=CC=C(C=C1)C=1C(=NC=CN1)NS(=O)(=O)C1=C(C=CC=C1)C(F)(F)F (N-(3-{4-[(Ethyl-phenyl-amino)-methyl]-phenyl}-pyrazin-2-yl)-2-trifluoromethyl-benzenesulfonamide). Isolated yield 70.0%. Reaction SMILES: Cl[CH2:2][C:3]1[CH:8]=[CH:7][C:6]([C:9]2[C:10]([NH:15][S:16]([C:19]3[CH:24]=[CH:23][CH:22]=[CH:21][C:20]=3[C:25]([F:28])([F:27])[F:26])(=[O:18])=[O:17])=[N:11][CH:12]=[CH:13][N:14]=2)=[CH:5][CH:4]=1.[CH2:29]([NH:31][C:32]1[CH:37]=[CH:36][CH:35]=[CH:34][CH:33]=1)[CH3:30]>>[CH2:29]([N:31]([CH2:2][C:3]1[CH:8]=[CH:7][C:6]([C:9]2[C:10]([NH:15][S:16]([C:19]3[CH:24]=[CH:23][CH:22]=[CH:21][C:20]=3[C:25]([F:28])([F:27])[F:26])(=[O:18])=[O:17])=[N:11][CH:12]=[CH:13][N:14]=2)=[CH:5][CH:4]=1)[C:32]1[CH:37]=[CH:36][CH:35]=[CH:34][CH:33]=1)[CH3:30]. Reported procedure: Following the general method as outlined in Example 1 (Method B), starting from N-{3-[4-(chloromethyl)phenyl]pyrazin-2-yl}-2-(trifluoromethyl)benzenesulfonamide (Intermediate 9), and N-ethylaniline, the title compound was isolated as a yellow solid in 70% yield (96% purity by HPLC). Conditions: temperature 0 celsius, time 0.5 hour. Yields the product EtOAc hexanes, ClC1=CC2=C(N(C(=N2)CC(F)(F)F)CC2=CC=C(C=C2)Cl)C=C1Cl (5,6-Dichloro-1-(4-chloro-benzyl)-2-(2,2,2-trifluoro-ethyl)-1H-benzoimidazole). Reported procedure: NaH (60%) (60 mg, 1.5 mmol) was added into a solution of dichloro-2-(2,2,2-trifluoro-ethyl)-1H-benzoimidazole. 5,6-Dichloro-2-(2,2,2-trifluoro-ethyl)-1H-indole (269 mg, 1 mmol) in DMF (5 ml) at 0° C. The resulting mixture was stirred at 0° C. for half hour. 4-chlorobenzyl bromide (308.25 mg, 1.5 mmol) was then added to the reaction mixture at 0° C. The reaction temperature was raised to 25° C. and then the reaction mixture was stirred for 18 hours. NH4Cl (aq.) was added and extracted with EtOAc.... The yield is 0.0%. Reactants: ClC=1C=C2C=C(NC2=CC1Cl)CC(F)(F)F (5,6-Dichloro-2-(2,2,2-trifluoro-ethyl)-1H-indole), [H-].[Na+] (NaH), ClC1=CC=CC=2N(C(=NC21)CC(F)(F)F)Cl (dichloro-2-(2,2,2-trifluoro-ethyl)-1H-benzoimidazole), ClC1=CC=C(CBr)C=C1 (4-chlorobenzyl bromide), [NH4+].[Cl-] (NH4Cl). RXN SMILES: [H-].[Na+].ClC1C2N=C(CC(F)(F)F)[N:9](Cl)C=2C=CC=1.[Cl:19][C:20]1[CH:21]=[C:22]2[C:26](=[CH:27][C:28]=1[Cl:29])[NH:25][C:24]([CH2:30][C:31]([F:34])([F:33])[F:32])=C2.[Cl:35][C:36]1[CH:43]=[CH:42][C:39]([CH2:40]Br)=[CH:38][CH:37]=1.[NH4+].[Cl-]>CN(C=O)C>[Cl:29][C:28]1[C:20]([Cl:19])=[CH:21][C:22]2[N:9]([CH2:40][C:39]3[CH:42]=[CH:43][C:36]([Cl:35])=[CH:37][CH:38]=3)[C:24]([CH2:30][C:31]([F:32])([F:33])[F:34])=[N:25][C:26]=2[CH:27]=1 |f:0.1,5.6|. The solvent is CN(C)C=O (DMF).